This data is from the Open Reaction Database (ORD), a public repository of structured organic reaction records. The task is: describe an organic reaction: reactants, conditions, products, and yield Reactants: [OH-].[Na+] (NaOH), C(=O)O (formic acid), C(C)(=O)OC(C)=O (acetic anhydride), FC(C1=CC=C(C=C1)N1N=C(C2=CC=CC=C12)C1CCNCC1)(F)F (1-[4(trifluoromethyl)phenyl]-3-(4-piperidinyl)-1H-indazole). Run in CCOCC (ether), O (H2O). Reaction conditions: temperature 55 celsius, time 3.5 hour. The product is C(=O)N1CCC(CC1)C1=NN(C2=CC=CC=C12)C1=CC=C(C=C1)C(F)(F)F (1-formyl-4-[1-[4-(trifluoromethyl)phenyl]-1H-indazol-3-yl]piperidine). The yield is 69.2%. As a reaction SMILES: [CH:1]([OH:3])=O.C(OC(=O)C)(=O)C.[F:11][C:12]([F:35])([F:34])[C:13]1[CH:18]=[CH:17][C:16]([N:19]2[C:27]3[C:22](=[CH:23][CH:24]=[CH:25][CH:26]=3)[C:21]([CH:28]3[CH2:33][CH2:32][NH:31][CH2:30][CH2:29]3)=[N:20]2)=[CH:15][CH:14]=1.[OH-].[Na+]>CCOCC.O>[CH:1]([N:31]1[CH2:32][CH2:33][CH:28]([C:21]2[C:22]3[C:27](=[CH:26][CH:25]=[CH:24][CH:23]=3)[N:19]([C:16]3[CH:17]=[CH:18][C:13]([C:12]([F:35])([F:34])[F:11])=[CH:14][CH:15]=3)[N:20]=2)[CH2:29][CH2:30]1)=[O:3] |f:3.4|. Reported procedure: A stirred mixture of 4-[1-(4-trifluoromethylphenyl)-1H-indazol-3-yl]piperidine-1-carbonitrile of Example 101 (15 g, 0.041 moles) and 25% H2SO4 (100 ml) was refluxed for 20 hours. The mixture was cooled, poured into H2O, and basified with a 25% NaOH solution. The product was extracted (dichloromethane), dried (MgSO4), and concentrated which yielded 13 g (93%) of 1-[4(trifluoromethyl)phenyl]-3-(4-piperidinyl)-1H-indazole as an oil. A mixture of formic acid (1 ml, 0.027 moles) and acetic anhydride ... RXN SMILES: [CH3:23][CH2:24][O:25][C:26]([CH3:27])=[O:28].[CH3:29][OH:30].[N:1](=[N+:2]=[N-:3])[CH:4]1[CH2:5][CH2:6][CH2:7][c:8]2[c:9]3[c:14]([cH:15][cH:16][c:17]21)[CH2:13][N:12]([CH2:18][CH:19]([CH3:20])[CH3:21])[CH2:11][CH2:10]3.[NH3:22]>>[NH2:1][CH:4]1[CH2:5][CH2:6][CH2:7][c:8]2[c:9]3[c:14]([cH:15][cH:16][c:17]21)[CH2:13][N:12]([CH2:18][CH:19]([CH3:20])[CH3:21])[CH2:11][CH2:10]3. Product: CC(C)CN1CCc2c(ccc3c2CCCC3N)C1. Reactants: CCOC(C)=O, CO, CC(C)CN1CCc2c(ccc3c2CCCC3N=[N+]=[N-])C1, N. Starting materials: ClCCl, O=C(OO)c1cccc(Cl)c1, CCOC(=O)c1cn(-c2ccc(F)cc2F)c2nc(SCC)c(F)cc2c1=O, [Na+], O, O=C([O-])O. Yields the product CCOC(=O)c1cn(-c2ccc(F)cc2F)c2nc(S(=O)CC)c(F)cc2c1=O. RXN SMILES: [CH2:46]([Cl:47])[Cl:48].[Cl:29][c:30]1[cH:31][cH:32][cH:33][c:34]([C:35]([O:36][OH:38])=[O:37])[cH:39]1.[F:1][c:2]1[c:3](-[n:9]2[cH:10][c:11]([C:24](=[O:25])[O:26][CH2:27][CH3:28])[c:12](=[O:23])[c:13]3[cH:14][c:15]([F:22])[c:16]([S:19][CH2:20][CH3:21])[n:17][c:18]23)[cH:4][cH:5][c:6]([F:8])[cH:7]1.[Na+:41].[OH2:40].[OH:42][C:43](=[O:44])[O-:45]>>[F:1][c:2]1[c:3](-[n:9]2[cH:10][c:11]([C:24](=[O:25])[O:26][CH2:27][CH3:28])[c:12](=[O:23])[c:13]3[cH:14][c:15]([F:22])[c:16]([S:19]([CH2:20][CH3:21])=[O:37])[n:17][c:18]23)[cH:4][cH:5][c:6]([F:8])[cH:7]1. Reactants: FC=1C=C(C(=O)O)C=CC1O (3-fluoro-4-hydroxybenzoic acid), ClCCCl (1,2-dichloroethane), CO (methanol), S(O)(O)(=O)=O (sulfuric acid). The solvent is CCCCCC (Hexane). The product is FC=1C=C(C(=O)OC)C=CC1O (methyl 3-fluoro-4-hydroxybenzoate). The yield is 91.6%. Reaction SMILES: [F:1][C:2]1[CH:3]=[C:4]([CH:8]=[CH:9][C:10]=1[OH:11])[C:5]([OH:7])=[O:6].Cl[CH2:13]CCl.CO.S(=O)(=O)(O)O>CCCCCC>[F:1][C:2]1[CH:3]=[C:4]([CH:8]=[CH:9][C:10]=1[OH:11])[C:5]([O:7][CH3:13])=[O:6]. Procedure details: 10.0 g (64.1 mM) of 3-fluoro-4-hydroxybenzoic acid, 150 ml of 1,2-dichloroethane, 80 ml of methanol and 10 ml of concentrated sulfuric acid were mixed, followed by refluxing for 5.5 hours under stirring and further stirring for 12 hours at room temperature. After the reaction, a solution of salt was added to the reaction mixture, followed by sufficient shaking to separate the reaction mixture. The organic layer was recovered from the reaction mixture and the water layer was subjected to extracti... The reactants are ClC1=NN=C(C=2CCCCC12)Cl (1,4-dichloro-5,6,7,8-tetrahydrophthalazine), NC1=CC=C(OC2=NC=CC=C2C2=NC(=NC=C2)NC)C=C1 (4-(2-(4-aminophenoxy)pyridin-3-yl)-N-methylpyrimidin-2-amine). Run in 2-BuOH, CO (MeOH). Reaction conditions: time 4 hour. The product is ClC1=NN=C(C=2CCCCC12)NC1=CC=C(C=C1)OC1=NC=CC=C1C1=NC(=NC=C1)NC (4-chloro-N-(4-(3-(2-(methylamino)pyrimidin-4-yl)pyridin-2-yloxy)phenyl)-5,6,7,8-tetrahydrophthalazin-1-amine). As a reaction SMILES: Cl[C:2]1[C:11]2[CH2:10][CH2:9][CH2:8][CH2:7][C:6]=2[C:5]([Cl:12])=[N:4][N:3]=1.[NH2:13][C:14]1[CH:34]=[CH:33][C:17]([O:18][C:19]2[C:24]([C:25]3[CH:30]=[CH:29][N:28]=[C:27]([NH:31][CH3:32])[N:26]=3)=[CH:23][CH:22]=[CH:21][N:20]=2)=[CH:16][CH:15]=1>CO>[Cl:12][C:5]1[C:6]2[CH2:7][CH2:8][CH2:9][CH2:10][C:11]=2[C:2]([NH:13][C:14]2[CH:15]=[CH:16][C:17]([O:18][C:19]3[C:24]([C:25]4[CH:30]=[CH:29][N:28]=[C:27]([NH:31][CH3:32])[N:26]=4)=[CH:23][CH:22]=[CH:21][N:20]=3)=[CH:33][CH:34]=2)=[N:3][N:4]=1. Procedure details: A slurry of 1,4-dichloro-5,6,7,8-tetrahydrophthalazine (1.66 g, 8.18 mmol) and 4-(2-(4-aminophenoxy)pyridin-3-yl)-N-methylpyrimidin-2-amine (2.00 g, 6.82 mmol) in 14 mL 2-BuOH was heated in a sealed pressure vessel to 110° C. The reaction became a thick mass that eventually became a stirring suspension over about 30 min. After 4 h, the reaction was cooled to ambient temperature, and the material was partitioned between 2N NaOH and EtOAc. The aqueous layer was extracted once with EtOAc. The organ...